describe an organic reaction: reactants, conditions, products, and yield From a dataset of the Open Reaction Database (ORD), a public repository of structured organic reaction records. Reactants: Cc1cccc(N=C=O)c1, CC(C)(C)OC(=O)C1CSC(c2ccccc2-c2ccccc2)N1C(=O)CN. The product is Cc1cccc(NC(=O)NCC(=O)N2C(C(=O)OC(C)(C)C)CSC2c2ccccc2-c2ccccc2)c1. As a reaction SMILES: [CH3:29][c:30]1[cH:31][c:32]([N:36]=[C:37]=[O:38])[cH:33][cH:34][cH:35]1.[NH2:1][CH2:2][C:3](=[O:4])[N:5]1[CH:6]([c:17]2[c:18](-[c:23]3[cH:24][cH:25][cH:26][cH:27][cH:28]3)[cH:19][cH:20][cH:21][cH:22]2)[S:7][CH2:8][CH:9]1[C:10](=[O:11])[O:12][C:13]([CH3:14])([CH3:15])[CH3:16]>>[NH:1]([CH2:2][C:3](=[O:4])[N:5]1[CH:6]([c:17]2[c:18](-[c:23]3[cH:24][cH:25][cH:26][cH:27][cH:28]3)[cH:19][cH:20][cH:21][cH:22]2)[S:7][CH2:8][CH:9]1[C:10](=[O:11])[O:12][C:13]([CH3:14])([CH3:15])[CH3:16])[C:37]([NH:36][c:32]1[cH:31][c:30]([CH3:29])[cH:35][cH:34][cH:33]1)=[O:38]. Reactants: C[O-].[Na+] (Sodium methoxide), C(C)(=O)OC1=C2C=C(N(C2=CC=C1)CC1=CC(=C(C=C1)Cl)Cl)C(=O)OC (methyl 4-acetoxy-N-(3,4-dichlorobenzyl)indole-2-carboxylate), Cl (HCl). Solvent: CO (methanol). Conditions: time 4 hour. The product is ClC=1C=C(CN2C(=CC3=C(C=CC=C23)O)C(=O)OC)C=CC1Cl (Methyl N-(3,4-dichlorobenzyl)-4-hydroxyindole-2-carboxylate). RXN SMILES: C[O-].[Na+].C([O:7][C:8]1[CH:16]=[CH:15][CH:14]=[C:13]2[C:9]=1[CH:10]=[C:11]([C:26]([O:28][CH3:29])=[O:27])[N:12]2[CH2:17][C:18]1[CH:23]=[CH:22][C:21]([Cl:24])=[C:20]([Cl:25])[CH:19]=1)(=O)C.Cl>CO>[Cl:25][C:20]1[CH:19]=[C:18]([CH:23]=[CH:22][C:21]=1[Cl:24])[CH2:17][N:12]1[C:13]2[C:9](=[C:8]([OH:7])[CH:16]=[CH:15][CH:14]=2)[CH:10]=[C:11]1[C:26]([O:28][CH3:29])=[O:27] |f:0.1|. Reported procedure: Sodium methoxide (92 mg) was added to methyl 4-acetoxy-N-(3,4-dichlorobenzyl)indole-2-carboxylate in methanol (10 ml) and the reaction stirred for 4 hours. The reaction was then acidified with 2 M HCl to precipitate a white solid which was filtered and dried in vacuo (0.21 g, 77%); NMR δ (CD3SOCD3) 3.80 (s, 3H), 5.74 (s, 2H), 6.45 (d, 1H), 6.75-6.82 (m, 1H), 6.95 (d, 1H), 7.04-7.15 (m, 2H), 7.30 (m, 1H), 7.41 (s, 1H), 9.89 (s, 1H); M/z (+) 318 (MH+). Starting materials: CCOC(=O)CCCBr, [H-], [Na+], c1ccccc1, c1c[nH]cn1. Product: CCOC(=O)CCCn1ccnc1. Reaction SMILES: [Br:8][CH2:9][CH2:10][CH2:11][C:12](=[O:13])[O:14][CH2:15][CH3:16].[H-:6].[Na+:7].[cH:17]1[cH:18][cH:19][cH:20][cH:21][cH:22]1.[nH:1]1[cH:2][n:3][cH:4][cH:5]1>>[n:1]1([CH2:9][CH2:10][CH2:11][C:12](=[O:13])[O:14][CH2:15][CH3:16])[cH:2][n:3][cH:4][cH:5]1. Reactants: CO, [K+], [OH-], Cc1ccccc1Oc1cccc2c1OC(=O)CC2. Product: Cc1ccccc1Oc1cccc(CCC(=O)O)c1O. RXN SMILES: [CH3:22][OH:23].[K+:21].[OH-:20].[c:1]1([CH3:19])[c:2]([O:7][c:8]2[cH:9][cH:10][cH:11][c:12]3[c:17]2[O:16][C:15](=[O:18])[CH2:14][CH2:13]3)[cH:3][cH:4][cH:5][cH:6]1>>[c:1]1([CH3:19])[c:2]([O:7][c:8]2[cH:9][cH:10][cH:11][c:12]([CH2:13][CH2:14][C:15](=[O:18])[OH:20])[c:17]2[OH:16])[cH:3][cH:4][cH:5][cH:6]1.